Dataset: the Open Reaction Database (ORD), a public repository of structured organic reaction records. Task: describe an organic reaction: reactants, conditions, products, and yield The reactants are ClC=1C(=CN(C(C1C)=O)C)C(=O)O (4-chloro-1,5-dimethyl-6-oxo-1,6-dihydropyridine-3-carboxylic acid), ClC1=C(N)C=CC(=C1)I (2-chloro-4-iodoaniline). Product: ClC1=C(C=CC(=C1)I)NC=1C(=CN(C(C1C)=O)C)C(=O)O (4-(2-Chloro-4-iodophenylamino)-1,5-dimethyl-6-oxo-1,6-dihydropyridine-3-carboxylic acid). As a reaction SMILES: Cl[C:2]1[C:3]([C:11]([OH:13])=[O:12])=[CH:4][N:5]([CH3:10])[C:6](=[O:9])[C:7]=1[CH3:8].[Cl:14][C:15]1[CH:21]=[C:20]([I:22])[CH:19]=[CH:18][C:16]=1[NH2:17]>>[Cl:14][C:15]1[CH:21]=[C:20]([I:22])[CH:19]=[CH:18][C:16]=1[NH:17][C:2]1[C:3]([C:11]([OH:13])=[O:12])=[CH:4][N:5]([CH3:10])[C:6](=[O:9])[C:7]=1[CH3:8]. Procedure: The title compound is prepared from 4-chloro-1,5-dimethyl-6-oxo-1,6-dihydropyridine-3-carboxylic acid by the procedure described in step e for Example 5, using 2-chloro-4-iodoaniline instead of 2-fluoro-4-iodoaniline. The title compound is used for the next reaction without further purification. Starting materials: C(CC(=O)C)(=O)OCC=C (Allyl acetoacetate), N1CCCC1 (pyrrolidine). Run in C1(=CC=CC=C1)C (toluene), C1(=CC=CC=C1)C (toluene). The product is N1(CCCC1)C(=CC(=O)OCC=C)C (Allyl 3-Pyrrolidino-2-butenoate). Isolated yield 46.1%. RXN SMILES: [C:1]([O:7][CH2:8][CH:9]=[CH2:10])(=[O:6])[CH2:2][C:3]([CH3:5])=O.[NH:11]1[CH2:15][CH2:14][CH2:13][CH2:12]1>C1(C)C=CC=CC=1>[N:11]1([C:3]([CH3:5])=[CH:2][C:1]([O:7][CH2:8][CH:9]=[CH2:10])=[O:6])[CH2:15][CH2:14][CH2:13][CH2:12]1. Procedure details: Allyl acetoacetate (68.4 ml, 0.5 mol) was added to pyrrolidine (41.6 ml, 0.5 mol) in 150 ml of toluene. An exotherm was noted. The mixture was heated at reflux for 3 hours, cooled, and stripped of toluene to yield 45 g of title product as a pale yellow oil. Reactants: C(CCC)C1NC2=CC=C(C=C2C(N1)=O)C=O (2-butyl-1,2-dihydro-4-oxo-6-quinazolinecarboxaldehyde), C1(=CC=CC=C1)[Li] (phenyllithium). The solvent is O1CCCC1 (tetrahydrofuran). Reaction conditions: time 1 hour. Product: C(CCC)C=1NC2=CC=C(C=C2C(N1)=O)C(C1=CC=CC=C1)O (2-Butyl-6-(hydroxyphenylmethyl)-4(1H)-quinazolinone). As a reaction SMILES: [CH2:1]([CH:5]1[NH:14][C:13](=[O:15])[C:12]2[C:7](=[CH:8][CH:9]=[C:10]([CH:16]=[O:17])[CH:11]=2)[NH:6]1)[CH2:2][CH2:3][CH3:4].[C:18]1([Li])[CH:23]=[CH:22][CH:21]=[CH:20][CH:19]=1>O1CCCC1>[CH2:1]([C:5]1[NH:6][C:7]2[C:12]([C:13](=[O:15])[N:14]=1)=[CH:11][C:10]([CH:16]([OH:17])[C:18]1[CH:23]=[CH:22][CH:21]=[CH:20][CH:19]=1)=[CH:9][CH:8]=2)[CH2:2][CH2:3][CH3:4]. Procedure: To a stirred solution of 2.00 g of 2-butyl-1,2-dihydro-4-oxo-6-quinazolinecarboxaldehyde in 100 ml of tetrahydrofuran, cooled at 0° C., is added 13.0 ml of 2.0 M phenyllithium and stirring continued for 1 hour. The cooling is removed and the reaction allowed to reach room temperature followed by an additional 30 minutes at room temperature. The reaction is diluted with saturated ammonium chloride solution and extracted with ethyl acetate. The organic layer is dried, evaporated to a residue, whic...